Dataset: the Open Reaction Database (ORD), a public repository of structured organic reaction records. Task: describe an organic reaction: reactants, conditions, products, and yield Reactants: Cl.Cl.ClC=1C=C2C(=CC1)N(CC21CCNCC1)C=1C2=C(N=CN1)[C@@H](C[C@H]2C)O ((5R,7R)-4-(5-chlorospiro[indoline-3,4′-piperidine]-1-yl)-5-methyl-6,7-dihydro-5H-cyclopenta[d]pyrimidin-7-ol dihydrochloride), C=O (formaldehyde). Yields the product C(C1=CC=CC=C1)N1CCC2(CC1)CN(C1=CC=CC(=C12)CNC(C)C)C=1C2=C(N=CN1)CC[C@H]2C ((R)—N-((1′-benzyl-1-(5-methyl-6,7-dihydro-5H-cyclopenta[d]pyrimidin-4-yl)spiro[indoline-3,4′-piperidine]-4-yl)methyl)propan-2-amine). Yield: 60.0%. RXN SMILES: Cl.Cl.Cl[C:4]1[CH:5]=[C:6]2[C:12]3([CH2:17][CH2:16][NH:15][CH2:14][CH2:13]3)[CH2:11][N:10]([C:18]3[C:19]4[C@H:26]([CH3:27])[CH2:25][C@@H:24](O)[C:20]=4[N:21]=[CH:22][N:23]=3)[C:7]2=[CH:8][CH:9]=1.C=O>>[CH2:12]([N:15]1[CH2:16][CH2:17][C:12]2([C:6]3[C:7](=[CH:8][CH:9]=[CH:4][C:5]=3[CH2:22][NH:21][CH:20]([CH3:24])[CH3:19])[N:10]([C:18]3[C:19]4[C@H:26]([CH3:27])[CH2:25][CH2:24][C:20]=4[N:21]=[CH:22][N:23]=3)[CH2:11]2)[CH2:13][CH2:14]1)[C:6]1[CH:7]=[CH:8][CH:9]=[CH:4][CH:5]=1 |f:0.1.2|. Reported procedure: (R)—N-((1′-benzyl-1-(5-methyl-6,7-dihydro-5H-cyclopenta[d]pyrimidin-4-yl)spiro[indoline-3,4′-piperidine]-4-yl)methyl)propan-2-amine (33 mg, 60%) was prepared by the procedures described in Example 18, substituting (R)-(1′-benzyl-1-(5-methyl-6,7-dihydro-5H-cyclopenta[d]pyrimidin-4-yl)spiro[indoline-3,4′-piperidine]-4-yl)methanamine trihydrochloride trihydrochloride for (5R,7R)-4-(5-chlorospiro[indoline-3,4′-piperidine]-1-yl)-5-methyl-6,7-dihydro-5H-cyclopenta[d]pyrimidin-7-ol dihydrochloride, and... The reactants are C(=O)(O)C12CCC(CC1)(CC2)NCC(=O)N2[C@@H](C[C@@H](C2)F)C#N ((2S,4S)-1-[[N-(4-carboxybicyclo[2.2.2]oct-1-yl)amino]acetyl]-4-fluoropyrrolidine-2-carbonitrile), NC1=C(C=CC=C1)C(F)(F)F (2-aminobenzotrifluoride). Product: F[C@H]1C[C@H](N(C1)C(CNC12CCC(CC1)(CC2)C(=O)NC2=C(C=CC=C2)C(F)(F)F)=O)C#N ((2S,4S)-4-fluoro-1-[[N-[4-[N-(2-trifluoromethylphenyl)amino]carbonylbicyclo[2.2.2]oct-1-yl]amino]acetyl]pyrrolidine-2-carbonitrile). Yield: 39.4%. As a reaction SMILES: [C:1]([C:4]12[CH2:11][CH2:10][C:7]([NH:12][CH2:13][C:14]([N:16]3[CH2:20][C@@H:19]([F:21])[CH2:18][C@H:17]3[C:22]#[N:23])=[O:15])([CH2:8][CH2:9]1)[CH2:6][CH2:5]2)([OH:3])=O.[NH2:24][C:25]1[CH:30]=[CH:29][CH:28]=[CH:27][C:26]=1[C:31]([F:34])([F:33])[F:32]>>[F:21][C@@H:19]1[CH2:20][N:16]([C:14](=[O:15])[CH2:13][NH:12][C:7]23[CH2:10][CH2:11][C:4]([C:1]([NH:24][C:25]4[CH:30]=[CH:29][CH:28]=[CH:27][C:26]=4[C:31]([F:32])([F:33])[F:34])=[O:3])([CH2:5][CH2:6]2)[CH2:9][CH2:8]3)[C@H:17]([C:22]#[N:23])[CH2:18]1. Reported procedure: In a similar manner to Example 63, (2S,4S)-1-[[N-(4-carboxybicyclo[2.2.2]oct-1-yl)amino]acetyl]-4-fluoropyrrolidine-2-carbonitrile (50.0 mg) and 2-aminobenzotrifluoride (55.0 mg) were used to obtain (2S,4S)-4-fluoro-1-[[N-[4-[N-(2-trifluoromethylphenyl)amino]carbonylbicyclo[2.2.2]oct-1-yl]amino]acetyl]pyrrolidine-2-carbonitrile (28.4 mg).